This data is from the Open Reaction Database (ORD), a public repository of structured organic reaction records. The task is: describe an organic reaction: reactants, conditions, products, and yield Procedure: tert-Butyl acetoacetate (5.0 g, 32 mmol) is dissolved in ether (100 mL). Potassium bis(trimethylsilyl)amide (5.7 g, 29 mmol) is added slowly while stirring at room temperature. Then the mixture is concentrated and triturated with hexane. The precipitate is filtered and dried to yield crude potassium enolate 23 (4.6 g, 23 mmol, 81%). Enolate 23 (1.0 g, 5.0 mmol) is dissolved in MeCN (50 mL) and cooled to 0° C. Intermediate 16 (1.1 g, 4.2 mmol) dissolved in MeCN (10 mL) is added dropwise and the s... Reactants: Enolate, COC(CC1=CC(=C(C=C1)C(Cl)=NO)Cl)=O ([3-Chloro-4-(hydroxyimino-chloromethyl)-phenyl]-acetic acid methyl ester), C(CC(=O)C)(=O)OC(C)(C)C (tert-Butyl acetoacetate), C[Si](C)(C)[N-][Si](C)(C)C.[K+] (Potassium bis(trimethylsilyl)amide). Reaction SMILES: [C:1]([O:7][C:8]([CH3:11])([CH3:10])[CH3:9])(=[O:6])[CH2:2][C:3]([CH3:5])=[O:4].C[Si]([N-][Si](C)(C)C)(C)C.[K+].[CH3:22][O:23][C:24](=[O:37])[CH2:25][C:26]1[CH:31]=[CH:30][C:29]([C:32](=[N:34]O)Cl)=[C:28]([Cl:36])[CH:27]=1>CCOCC.CC#N>[C:8]([O:7][C:1]([C:2]1[C:32]([C:29]2[CH:30]=[CH:31][C:26]([CH2:25][C:24]([O:23][CH3:22])=[O:37])=[CH:27][C:28]=2[Cl:36])=[N:34][O:4][C:3]=1[CH3:5])=[O:6])([CH3:11])([CH3:10])[CH3:9] |f:1.2|. The solvent is CC#N (MeCN), CC#N (MeCN), CCOCC (ether). The product is C(C)(C)(C)OC(=O)C=1C(=NOC1C)C1=C(C=C(C=C1)CC(=O)OC)Cl (3-(2-chloro-4-methoxycarbonylmethyl-phenyl)-5-methyl-isoxazole-4-carboxylic acid tert-butyl ester). Reactants: COC(CC1CCN2C1=CC=1C(=CC(=CC21)S(=O)(=O)C)Br)=O (Methyl[8-bromo-6-(methylsulfonyl)-2,3-dihydro-1H-pyrrolo[1,2-a]indol-1-yl]acetate), BrC=CC (Alpha-bromopropene), Mg, II (iodine). Reagents/catalysts: [Zn+2].[Br-].[Br-] (ZnBr2), [Pd] (Pd), [Cu]I (CuI). Run in C1CCOC1 (THF), C1CCOC1 (THF). Run at temperature 55 celsius, time 30 minute. The product is COC(CC1CCN2C1=CC=1C(=CC(=CC21)S(=O)(=O)C)C(=C)C)=O (Methyl[8-isopropenyl-6-(methylsulfonyl)-2,3-dihydro-1H-pyrrolo[1,2-a]indol-1-yl]acetate). The yield is 72.0%. As a reaction SMILES: Br[CH:2]=[CH:3][CH3:4].II.[CH3:7][O:8][C:9](=[O:28])[CH2:10][CH:11]1[C:15]2=[CH:16][C:17]3[C:18](Br)=[CH:19][C:20]([S:23]([CH3:26])(=[O:25])=[O:24])=[CH:21][C:22]=3[N:14]2[CH2:13][CH2:12]1>C1COCC1.[Zn+2].[Br-].[Br-].[Pd].[Cu]I>[CH3:7][O:8][C:9](=[O:28])[CH2:10][CH:11]1[C:15]2=[CH:16][C:17]3[C:18]([C:3]([CH3:4])=[CH2:2])=[CH:19][C:20]([S:23]([CH3:26])(=[O:25])=[O:24])=[CH:21][C:22]=3[N:14]2[CH2:13][CH2:12]1 |f:4.5.6|. Procedure details: Alpha-bromopropene (514 μL, 5.2 mmol) was added portionwise, in order to maintain 55° C. exotherm, to Mg (126 mg, 5.2 mmol) (in THF 4 mL) and a trace of iodine. The mixture was heated and stirred for 30 minutes. Dried ZnBr2 (1.16 g, 5.2 mmol) in THF (4 mL) was added and the mixture was heated at 55° C. for 1 hour. The reaction mixture was cooled to room temperature, and Pd (dppf) CH2Cl2 (19 mg) was added followed by CuI (7 mg) after a further 5 minutes. The product of Step 1 (200 mg, 0.52 mmol) ... The reactants are solution, Cl (hydrochloric acid), FC=1C=C(C[C@@H]([C@@H](CNC2(CC2)C2=CC(=CC=C2)C(F)(F)F)O)NC(=O)C=2C=3CCN(C(C3C=C(C2)Cl)=O)C(CCC)CCC)C=C(C1)F (N-[(1S,2R)-1-(3,5-difluorobenzyl)-2-hydroxy-3-({1-[3-(trifluoromethyl)phenyl]cyclopropyl}amino)propyl]-7-chloro-1-oxo-2-(1-propylbutyl)-1,2,3,4-tetrahydroisoquinoline-5-carboxamide). Solvent: O1CCOCC1 (dioxane), C(C)OCC (ethyl ether). Conditions: temperature 20 celsius. The product is Cl.FC=1C=C(C[C@@H]([C@@H](CNC2(CC2)C2=CC(=CC=C2)C(F)(F)F)O)NC(=O)C=2C=3CCN(C(C3C=C(C2)Cl)=O)C(CCC)CCC)C=C(C1)F (N-[(1S,2R)-1-(3,5-difluorobenzyl)-2-hydroxy-3-({1-[3-(trifluoromethyl)phenyl]cyclopropyl}amino)propyl]-7-chloro-1-oxo-2-(1-propylbutyl)-1,2,3,4-tetrahydroisoquinoline-5-carboxamide hydrochloride). The yield is 193.7%. As a reaction SMILES: [F:1][C:2]1[CH:3]=[C:4]([CH:46]=[C:47]([F:49])[CH:48]=1)[CH2:5][C@H:6]([NH:24][C:25]([C:27]1[C:28]2[CH2:29][CH2:30][N:31]([CH:39]([CH2:43][CH2:44][CH3:45])[CH2:40][CH2:41][CH3:42])[C:32](=[O:38])[C:33]=2[CH:34]=[C:35]([Cl:37])[CH:36]=1)=[O:26])[C@H:7]([OH:23])[CH2:8][NH:9][C:10]1([C:13]2[CH:18]=[CH:17][CH:16]=[C:15]([C:19]([F:22])([F:21])[F:20])[CH:14]=2)[CH2:12][CH2:11]1.Cl>C(OCC)C.O1CCOCC1>[ClH:37].[F:1][C:2]1[CH:3]=[C:4]([CH:46]=[C:47]([F:49])[CH:48]=1)[CH2:5][C@H:6]([NH:24][C:25]([C:27]1[C:28]2[CH2:29][CH2:30][N:31]([CH:39]([CH2:40][CH2:41][CH3:42])[CH2:43][CH2:44][CH3:45])[C:32](=[O:38])[C:33]=2[CH:34]=[C:35]([Cl:37])[CH:36]=1)=[O:26])[C@H:7]([OH:23])[CH2:8][NH:9][C:10]1([C:13]2[CH:18]=[CH:17][CH:16]=[C:15]([C:19]([F:21])([F:20])[F:22])[CH:14]=2)[CH2:11][CH2:12]1 |f:4.5|. Reported procedure: 272 mg of N-[(1S,2R)-1-(3,5-difluorobenzyl)-2-hydroxy-3-({1-[3-(trifluoromethyl)phenyl]cyclopropyl}amino)propyl]-7-chloro-1-oxo-2-(1-propylbutyl)-1,2,3,4-tetrahydroisoquinoline-5-carboxamide are dissolved, under an argon atmosphere, in 5 cm3 of ethyl ether. 0.35 cm3 of a 4N solution of hydrochloric acid in dioxane is added, while stirring, at a temperature of 20° C. The reaction mixture is concentrated to dryness under reduced pressure (5 kPa). The residue is taken up with two lots of 10 cm3 of ... The reactants are O=C([O-])[O-], O=[N+]([O-])c1ccc(F)cc1, [K+], [K+], CN(C)C=O, O, CCOC(=O)CCc1ccc(O)cc1. The product is CCOC(=O)CCc1ccc(Oc2ccc([N+](=O)[O-])cc2)cc1. Reaction SMILES: [C:25](=[O:26])([O-:27])[O-:28].[F:15][c:16]1[cH:17][cH:18][c:19]([N+:22](=[O:23])[O-:24])[cH:20][cH:21]1.[K+:29].[K+:30].[O:32]=[CH:33][N:34]([CH3:35])[CH3:36].[OH2:31].[OH:1][c:2]1[cH:3][cH:4][c:5]([CH2:8][CH2:9][C:10](=[O:11])[O:12][CH2:13][CH3:14])[cH:6][cH:7]1>>[O:1]([c:2]1[cH:3][cH:4][c:5]([CH2:8][CH2:9][C:10](=[O:11])[O:12][CH2:13][CH3:14])[cH:6][cH:7]1)[c:16]1[cH:17][cH:18][c:19]([N+:22](=[O:23])[O-:24])[cH:20][cH:21]1. Starting materials: COC(C1=CC(=CC=C1)CCC=1N=C(NC1C(NC12CC3CC(CC(C1)C3)C2)=O)C2=C(C=CC=C2)C)=O (3-{2-[5-(Adamantan-1-ylcarbamoyl)-2-o-tolyl-1H-imidazole-4-yl]-ethyl}-benzoic Acid Methyl Ester), [OH-].[Na+] (sodium hydroxide), Cl (HCl). Solvent: O (water), C(C)O (ethanol). Yields the product C12(CC3CC(CC(C1)C3)C2)NC(=O)C2=C(N=C(N2)C2=C(C=CC=C2)C)CCC=2C=C(C(=O)O)C=CC2 (3-{2-[5(Adamantan-1-ylcarbamoyl)-2-o-tolyl-1H-imidazole-4-yl]-ethyl}-benzoic Acid). The yield is 86.2%. Reaction SMILES: C[O:2][C:3](=[O:37])[C:4]1[CH:9]=[CH:8][CH:7]=[C:6]([CH2:10][CH2:11][C:12]2[N:13]=[C:14]([C:30]3[CH:35]=[CH:34][CH:33]=[CH:32][C:31]=3[CH3:36])[NH:15][C:16]=2[C:17](=[O:29])[NH:18][C:19]23[CH2:28][CH:23]4[CH2:24][CH:25]([CH2:27][CH:21]([CH2:22]4)[CH2:20]2)[CH2:26]3)[CH:5]=1.[OH-].[Na+].Cl>C(O)C.O>[C:19]12([NH:18][C:17]([C:16]3[NH:15][C:14]([C:30]4[CH:35]=[CH:34][CH:33]=[CH:32][C:31]=4[CH3:36])=[N:13][C:12]=3[CH2:11][CH2:10][C:6]3[CH:5]=[C:4]([CH:9]=[CH:8][CH:7]=3)[C:3]([OH:37])=[O:2])=[O:29])[CH2:28][CH:23]3[CH2:22][CH:21]([CH2:27][CH:25]([CH2:24]3)[CH2:26]1)[CH2:20]2 |f:1.2|. Procedure details: To a solution of the product of step c (232 mg, 0.65 mmol) in ethanol (13 ml) was added 1M sodium hydroxide (1.3 ml, 1.3 mmol). The solution was refluxed for 2 h, diluted with water (10 ml), then acidified (pH=5, 0.01M HCl). The resulting precipitate was collected by filtration, washed with water and dried to give the title compound (271 mg, 86%). 1H NMR (300 MHz, d6-DMSO) 12.40 (1H, br s), 12.2 (1H, br s), 7.80-7.29 (8H, m), 6.98 (1H, br s), 3.23 (2H, m), 3.00 (2H, m), 2.44 (3H, s) 2.03 (9H, s)...